This data is from the Open Reaction Database (ORD), a public repository of structured organic reaction records. The task is: describe an organic reaction: reactants, conditions, products, and yield Starting materials: C(C1=CN=CC=C1)(=O)OCC (ethyl nicotinate). The solvent is O (water). Product: C1=CC(=CN=C1)C(=O)CCCCN (Anabaseine dihydrochloride). As a reaction SMILES: [C:1]([O:9]CC)(=O)[C:2]1[CH:7]=[CH:6][CH:5]=[N:4][CH:3]=1>O>[CH:6]1[CH:5]=[N:4][CH:3]=[C:2]([C:1]([CH2:6][CH2:7][CH2:2][CH2:3][NH2:4])=[O:9])[CH:7]=1. Reported procedure: The first crop of solid was recrystallized by adding it to about 200 mL of hot isopropyl alcohol and adding 6M HCl slowly to the boiling mixture until all of the solid dissolved (about 5 mL of HCl was added). After cooling the solution in the refrigerator, 3.26 g of anabaseine dihydrochloride was collected (mp 175°-180° C., decomp). Anabaseine dihydrochloride was prepared in 56% overall yield based on the moles of ethyl nicotinate used. Since the dry crystalline solid product is not hygroscopic,...